From a dataset of the Open Reaction Database (ORD), a public repository of structured organic reaction records. describe an organic reaction: reactants, conditions, products, and yield The reactants are O=C(Cl)c1ccc(Cl)cc1, Cl, CCOC(=O)c1ccc(N2CCNCC2)cc1, c1ccncc1. Yields the product CCOC(=O)c1ccc(N2CCN(C(=O)c3ccc(Cl)cc3)CC2)cc1. As a reaction SMILES: [Cl:19][C:20](=[O:21])[c:22]1[cH:23][cH:24][c:25]([Cl:26])[cH:27][cH:28]1.[ClH:1].[N:2]1([c:8]2[cH:9][cH:10][c:11]([C:12](=[O:13])[O:14][CH2:15][CH3:16])[cH:17][cH:18]2)[CH2:3][CH2:4][NH:5][CH2:6][CH2:7]1.[cH:29]1[cH:30][cH:31][n:32][cH:33][cH:34]1>>[N:2]1([c:8]2[cH:9][cH:10][c:11]([C:12](=[O:13])[O:14][CH2:15][CH3:16])[cH:17][cH:18]2)[CH2:3][CH2:4][N:5]([C:20](=[O:21])[c:22]2[cH:23][cH:24][c:25]([Cl:26])[cH:27][cH:28]2)[CH2:6][CH2:7]1.